This data is from the Open Reaction Database (ORD), a public repository of structured organic reaction records. The task is: describe an organic reaction: reactants, conditions, products, and yield As a reaction SMILES: [Cl:1][C:2]1[CH:48]=[CH:47][C:5]2[N:6]([CH2:38][C:39]3[CH:44]=[CH:43][C:42]([O:45][CH3:46])=[CH:41][CH:40]=3)[C:7](=[O:37])[CH:8]([CH2:28][CH2:29][C:30]3[CH:35]=[CH:34][CH:33]=[CH:32][C:31]=3[Cl:36])[N:9]=[C:10]([C:11]3[CH:12]=[C:13]4[N:19](C(OC(C)(C)C)=O)[C:18](=[O:27])[NH:17][C:14]4=[N:15][CH:16]=3)[C:4]=2[CH:3]=1>Cl.O1CCOCC1>[Cl:1][C:2]1[CH:48]=[CH:47][C:5]2[N:6]([CH2:38][C:39]3[CH:40]=[CH:41][C:42]([O:45][CH3:46])=[CH:43][CH:44]=3)[C:7](=[O:37])[CH:8]([CH2:28][CH2:29][C:30]3[CH:35]=[CH:34][CH:33]=[CH:32][C:31]=3[Cl:36])[N:9]=[C:10]([C:11]3[CH:12]=[C:13]4[NH:19][C:18](=[O:27])[NH:17][C:14]4=[N:15][CH:16]=3)[C:4]=2[CH:3]=1. Procedure: tert-Butyl 6-(7-chloro-3-(2-chlorophenethyl)-1-(4-methoxybenzyl)-2-oxo-2,3-dihydro-1H-benzo[e][1,4]diazepin-5-yl)-2-oxo-2,3-dihydro-1H-imidazo[4,5-b]pyridine-1-carboxylate (90 mg) was dissolved in 4 N HCl in dioxane (10 mL), and stirred at room temperature for 2 h, then concentrated delivering pure product (50 mg, 75% yield). MS (ES+) m/z 607.9 (M+Na). Reaction conditions: time 2 hour. Reactants: ClC1=CC2=C(N(C(C(N=C2C=2C=C3C(=NC2)NC(N3C(=O)OC(C)(C)C)=O)CCC3=C(C=CC=C3)Cl)=O)CC3=CC=C(C=C3)OC)C=C1 (tert-Butyl 6-(7-chloro-3-(2-chlorophenethyl)-1-(4-methoxybenzyl)-2-oxo-2,3-dihydro-1H-benzo[e][1,4]diazepin-5-yl)-2-oxo-2,3-dihydro-1H-imidazo[4,5-b]pyridine-1-carboxylate). Solvent: Cl (HCl), O1CCOCC1 (dioxane). The product is ClC1=CC2=C(N(C(C(N=C2C=2C=C3C(=NC2)NC(N3)=O)CCC3=C(C=CC=C3)Cl)=O)CC3=CC=C(C=C3)OC)C=C1 (7-Chloro-3-(2-chlorophenethyl)-1-(4-methoxybenzyl)-5-(2-oxo-2,3-dihydro-1H-imidazo[4,5-b]pyridin-6-yl)-1H-benzo[e][1,4]diazepin-2(3H)-one). Isolated yield 65.0%. Starting materials: CCOC(=O)Cn1ccnc(NCCCN(CC2CC2)C(=O)OC(C)(C)C)c1=O, O=C1CCC(=O)N1Cl, ClCCCl. The product is CCOC(=O)Cn1c(Cl)cnc(NCCCN(CC2CC2)C(=O)OC(C)(C)C)c1=O. Reaction SMILES: [CH2:1]([CH3:2])[O:3][C:4]([CH2:5][n:6]1[c:7](=[O:28])[c:8]([NH:12][CH2:13][CH2:14][CH2:15][N:16]([CH2:17][CH:18]2[CH2:19][CH2:20]2)[C:21](=[O:22])[O:23][C:24]([CH3:25])([CH3:26])[CH3:27])[n:9][cH:10][cH:11]1)=[O:29].[Cl:30][N:31]1[C:32](=[O:33])[CH2:34][CH2:35][C:36]1=[O:37].[Cl:38][CH2:39][CH2:40][Cl:41]>>[CH2:1]([CH3:2])[O:3][C:4]([CH2:5][n:6]1[c:7](=[O:28])[c:8]([NH:12][CH2:13][CH2:14][CH2:15][N:16]([CH2:17][CH:18]2[CH2:19][CH2:20]2)[C:21](=[O:22])[O:23][C:24]([CH3:25])([CH3:26])[CH3:27])[n:9][cH:10][c:11]1[Cl:30])=[O:29]. The reactants are Clc1nn2c(-c3ccccc3)nnc2cc1C12CCC(CC1)C2, Cn1ncnc1CO, CN(C)C=O, CS(C)=O, [H-], [Na+], O. Product: Cn1ncnc1COc1nn2c(-c3ccccc3)nnc2cc1C12CCC(CC1)C2. RXN SMILES: [C:1]12([c:8]3[cH:9][c:10]4[n:11]([n:12][c:13]3[Cl:14])[c:15](-[c:18]3[cH:19][cH:20][cH:21][cH:22][cH:23]3)[n:16][n:17]4)[CH2:2][CH2:3][CH:4]([CH2:5][CH2:6]1)[CH2:7]2.[CH3:24][n:25]1[n:26][cH:27][n:28][c:29]1[CH2:30][OH:31].[CH3:35][N:36]([CH3:37])[CH:38]=[O:39].[CH3:40][S:41]([CH3:42])=[O:43].[H-:32].[Na+:33].[OH2:34]>>[C:1]12([c:8]3[cH:9][c:10]4[n:11]([n:12][c:13]3[O:31][CH2:30][c:29]3[n:25]([CH3:24])[n:26][cH:27][n:28]3)[c:15](-[c:18]3[cH:19][cH:20][cH:21][cH:22][cH:23]3)[n:16][n:17]4)[CH2:2][CH2:3][CH:4]([CH2:5][CH2:6]1)[CH2:7]2. Starting materials: 11(b), N1=C(Cl)N=C(Cl)N=C1Cl (cyanuric chloride), CC1(NC(CC(C1)NC1CC(NC(C1)(C)C)(C)C)(C)C)C (bis(2,2,6,6-tetramethyl-4-piperidyl)amine). Solvent: O (water). Product: ClC1=NC(=NC(=N1)N(C1CC(NC(C1)(C)C)(C)C)C1CC(NC(C1)(C)C)(C)C)N(C1CC(NC(C1)(C)C)(C)C)C1CC(NC(C1)(C)C)(C)C (2-Chloro-4,6-bis[N,N-bis(2,2,6,6-tetramethyl-4-piperidyl)amino]-1,3,5-triazine). RXN SMILES: [N:1]1[C:8](Cl)=[N:7][C:5](Cl)=[N:4][C:2]=1[Cl:3].[CH3:10][C:11]1([CH3:30])[CH2:16][CH:15]([NH:17][CH:18]2[CH2:23][C:22]([CH3:25])([CH3:24])[NH:21][C:20]([CH3:27])([CH3:26])[CH2:19]2)[CH2:14][C:13]([CH3:29])([CH3:28])[NH:12]1>O>[Cl:3][C:2]1[N:1]=[C:8]([N:17]([CH:18]2[CH2:23][C:22]([CH3:25])([CH3:24])[NH:21][C:20]([CH3:27])([CH3:26])[CH2:19]2)[CH:15]2[CH2:16][C:11]([CH3:30])([CH3:10])[NH:12][C:13]([CH3:29])([CH3:28])[CH2:14]2)[N:7]=[C:5]([N:17]([CH:15]2[CH2:14][C:13]([CH3:29])([CH3:28])[NH:12][C:11]([CH3:30])([CH3:10])[CH2:16]2)[CH:18]2[CH2:23][C:22]([CH3:25])([CH3:24])[NH:21][C:20]([CH3:26])([CH3:27])[CH2:19]2)[N:4]=1. Procedure details: Following the procedure described in Preparation 11(b), cyanuric chloride was reacted with bis(2,2,6,6-tetramethyl-4-piperidyl)amine [prepared as described in Preparation 12(a)]. After completion of the reaction, the reaction mixture was poured into water and extracted with chloroform. The extract was dried over anhydrous potassium carbonate and then the chloroform was distilled off. The residue was recrystallized from chloroform, to afford the desired product, in the form of crystals melting at...